Dataset: the Open Reaction Database (ORD), a public repository of structured organic reaction records. Task: describe an organic reaction: reactants, conditions, products, and yield Reactants: Fc1ccc(OCCBr)cn1, N#Cc1ccc2[nH]c(C(F)F)cc2c1Cl. Product: N#Cc1ccc2c(cc(C(F)F)n2CCOc2ccc(F)nc2)c1Cl. Reaction SMILES: [Br:16][CH2:17][CH2:18][O:19][c:20]1[cH:21][cH:22][c:23]([F:26])[n:24][cH:25]1.[Cl:1][c:2]1[c:3]2[cH:4][c:5]([CH:13]([F:14])[F:15])[nH:6][c:7]2[cH:8][cH:9][c:10]1[C:11]#[N:12]>>[Cl:1][c:2]1[c:3]2[cH:4][c:5]([CH:13]([F:14])[F:15])[n:6]([CH2:17][CH2:18][O:19][c:20]3[cH:21][cH:22][c:23]([F:26])[n:24][cH:25]3)[c:7]2[cH:8][cH:9][c:10]1[C:11]#[N:12]. Reactants: CO, [O-][I+3]([O-])([O-])[O-], [Na+], O, O=C(Nc1ccccc1)Nc1nc(C(O)CO)cs1. Product: O=Cc1csc(NC(=O)Nc2ccccc2)n1. Reaction SMILES: [CH3:26][OH:27].[I+3:1]([O-:2])([O-:3])([O-:4])[O-:5].[Na+:6].[OH2:28].[OH:7][CH:8]([CH2:9][OH:10])[c:11]1[n:12][c:13]([NH:16][C:17](=[O:18])[NH:19][c:20]2[cH:21][cH:22][cH:23][cH:24][cH:25]2)[s:14][cH:15]1>>[O:7]=[CH:8][c:11]1[n:12][c:13]([NH:16][C:17](=[O:18])[NH:19][c:20]2[cH:21][cH:22][cH:23][cH:24][cH:25]2)[s:14][cH:15]1. The reactants are COC(=O)c1cc(Br)c(OC)s1, C1COCCO1, Cn1nccc1B1OC(C)(C)C(C)(C)O1, [K+], [K+], O=C([O-])[O-], O. Product: COC(=O)c1cc(-c2ccnn2C)c(OC)s1. Reaction SMILES: [Br:1][c:2]1[cH:3][c:4]([C:9](=[O:10])[O:11][CH3:12])[s:5][c:6]1[O:7][CH3:8].[CH2:34]1[O:35][CH2:36][CH2:37][O:38][CH2:39]1.[CH3:13][n:14]1[n:15][cH:16][cH:17][c:18]1[B:19]1[O:20][C:21]([CH3:22])([CH3:23])[C:24]([CH3:25])([CH3:26])[O:27]1.[K+:28].[K+:29].[O-:30][C:31]([O-:32])=[O:33].[OH2:40]>>[c:2]1(-[c:18]2[n:14]([CH3:13])[n:15][cH:16][cH:17]2)[cH:3][c:4]([C:9](=[O:10])[O:11][CH3:12])[s:5][c:6]1[O:7][CH3:8]. Starting materials: ClC1=C(C=CC=C1[N+](=O)[O-])[N+](=O)[O-] (1-chloro-2,6-dinitrobenzene), [F-].[K+] (potassium fluoride), CN(C=O)C (dimethylformamide), O (water). The solvent is C(Cl)Cl (methylene chloride). The product is FC1=C(C=CC=C1[N+](=O)[O-])[N+](=O)[O-] (1-Fluoro-2,6-dinitrobenzene). RXN SMILES: Cl[C:2]1[C:7]([N+:8]([O-:10])=[O:9])=[CH:6][CH:5]=[CH:4][C:3]=1[N+:11]([O-:13])=[O:12].[F-:14].[K+].CN(C)C=O.O>C(Cl)Cl>[F:14][C:2]1[C:7]([N+:8]([O-:10])=[O:9])=[CH:6][CH:5]=[CH:4][C:3]=1[N+:11]([O-:13])=[O:12] |f:1.2|. Procedure details: A mixture of 1-chloro-2,6-dinitrobenzene (30 grams), anhydrous potassium fluoride (35 grams), and dimethylformamide (50 ml.) is refluxed for 24 hours. The reaction mixture is poured into water (250 ml.) and extracted with ether (3 × 100 ml.). The combined ether extracts are dried with anhydrous sodium sulfate. Removal of the solvent leaves brown solid. Chromatography of the solid on silica gel with methylene chloride as the elutant gives a light yellow solid after recrystallization from pentane-... Reactants: O=C1CCC(=O)N1Br, O=C(OOC(=O)c1ccccc1)c1ccccc1, ClC(Cl)(Cl)Cl, Cc1ccc2ccc3c(c2c1)C(C)(C)C(=O)O3. Product: CC1(C)C(=O)Oc2ccc3ccc(CBr)cc3c21. As a reaction SMILES: [Br:18][N:19]1[C:20](=[O:21])[CH2:22][CH2:23][C:24]1=[O:25].[C:26]([O:27][O:28][C:29](=[O:30])[c:31]1[cH:32][cH:33][cH:34][cH:35][cH:36]1)(=[O:37])[c:38]1[cH:39][cH:40][cH:41][cH:42][cH:43]1.[C:44]([Cl:45])([Cl:46])([Cl:47])[Cl:48].[CH3:1][C:2]1([CH3:17])[c:3]2[c:4]([cH:8][cH:9][c:10]3[cH:11][cH:12][c:13]([CH3:16])[cH:14][c:15]23)[O:5][C:6]1=[O:7]>>[CH3:1][C:2]1([CH3:17])[c:3]2[c:4]([cH:8][cH:9][c:10]3[cH:11][cH:12][c:13]([CH2:16][Br:18])[cH:14][c:15]23)[O:5][C:6]1=[O:7]. Starting materials: OC=1C(=CC=2C(CCC(C2C1)(C)C)(C)C)[Se]C1=NC=C(C(=O)OCC)C=C1 (ethyl 6-(3-hydroxy-5,5,8,8-tetramethyl-5,6,7,8-tetrahydro 2-naphthylselanyl)nicotinate), BrCCCCCCCC(=O)OC (methyl 8-bromooctanoate), C([O-])([O-])=O.[K+].[K+] (potassium carbonate), yellow oil. The solvent is CCC(=O)C (MEK). Yields the product COC(=O)CCCCCCCOC=1C(=CC=2C(CCC(C2C1)(C)C)(C)C)[Se]C1=NC=C(C(=O)OCC)C=C1 (Ethyl 6-[3-(7-methoxycarbonylheptyloxy)-5,5,8,8-tetramethyl-5,6,7,8-tetrahydro-2-naphthylselanyl]-nicotinate). Reaction SMILES: [OH:1][C:2]1[C:3]([Se:16][C:17]2[CH:27]=[CH:26][C:20]([C:21]([O:23][CH2:24][CH3:25])=[O:22])=[CH:19][N:18]=2)=[CH:4][C:5]2[C:6]([CH3:15])([CH3:14])[CH2:7][CH2:8][C:9]([CH3:13])([CH3:12])[C:10]=2[CH:11]=1.Br[CH2:29][CH2:30][CH2:31][CH2:32][CH2:33][CH2:34][CH2:35][C:36]([O:38][CH3:39])=[O:37].C(=O)([O-])[O-].[K+].[K+]>CCC(C)=O>[CH3:39][O:38][C:36]([CH2:35][CH2:34][CH2:33][CH2:32][CH2:31][CH2:30][CH2:29][O:1][C:2]1[C:3]([Se:16][C:17]2[CH:27]=[CH:26][C:20]([C:21]([O:23][CH2:24][CH3:25])=[O:22])=[CH:19][N:18]=2)=[CH:4][C:5]2[C:6]([CH3:14])([CH3:15])[CH2:7][CH2:8][C:9]([CH3:13])([CH3:12])[C:10]=2[CH:11]=1)=[O:37] |f:2.3.4|. Procedure: In a manner similar to that of Example 51, by reaction of 460 mg (1.06 mmol) of ethyl 6-(3-hydroxy-5,5,8,8-tetramethyl-5,6,7,8-tetrahydro 2-naphthylselanyl)nicotinate with 515 mg (2.17 mmol) of methyl 8-bromooctanoate and 295 mg of potassium carbonate in MEK (10 ml), 487 mg (78%) of a yellow oil are obtained. The reactants are B(Cl)(Cl)Cl (BCl3), FC1=C(C=CC(=C1)I)NC=1C(=C2N(C(C1C)=O)CCS2)NS(=O)(=O)C2CC(C2)OCC2=CC=CC=C2 (3-benzyloxy-cyclobutanesulfonic acid [7-(2-fluoro-4-iodo-phenylamino)-6-methyl-5-oxo-2,3-dihydro-5H-thiazolo[3,2-a]pyridin-8-yl]-amide), CO (MeOH). Run in C(Cl)(Cl)Cl (CHCl3), C(Cl)Cl (DCM). Conditions: temperature -78 celsius, time 3 hour. Yields the product FC1=C(C=CC(=C1)I)NC=1C(=C2N(C(C1C)=O)CCS2)NS(=O)(=O)C2CC(C2)O (3-Hydroxy-cyclobutanesulfonic acid [7-(2-fluoro-4-iodo-phenylamino)-6-methyl-5-oxo-2,3-dihydro-5H-thiazolo[3,2-a]pyridin-8-yl]-amide). Isolated yield 17.4%. RXN SMILES: B(Cl)(Cl)Cl.[F:5][C:6]1[CH:11]=[C:10]([I:12])[CH:9]=[CH:8][C:7]=1[NH:13][C:14]1[C:15]([NH:25][S:26]([CH:29]2[CH2:32][CH:31]([O:33]CC3C=CC=CC=3)[CH2:30]2)(=[O:28])=[O:27])=[C:16]2[S:24][CH2:23][CH2:22][N:17]2[C:18](=[O:21])[C:19]=1[CH3:20].CO>C(Cl)Cl.C(Cl)(Cl)Cl>[F:5][C:6]1[CH:11]=[C:10]([I:12])[CH:9]=[CH:8][C:7]=1[NH:13][C:14]1[C:15]([NH:25][S:26]([CH:29]2[CH2:32][CH:31]([OH:33])[CH2:30]2)(=[O:27])=[O:28])=[C:16]2[S:24][CH2:23][CH2:22][N:17]2[C:18](=[O:21])[C:19]=1[CH3:20]. Procedure details: 1M BCl3 (0.46 mL, 0.468 mmol) was added to a solution of 3-benzyloxy-cyclobutanesulfonic acid [7-(2-fluoro-4-iodo-phenylamino)-6-methyl-5-oxo-2,3-dihydro-5H-thiazolo[3,2-a]pyridin-8-yl]-amide (0.1 g, 0.156 mmol) in dry DCM (3 mL) at −78° C. The resulting mixture was stirred at −78° C. for 3 hours. The reaction was monitored by TLC (10% MeOH in CHCl3). The reaction mixture was quenched with methanol, basified with saturated NaHCO3 solution and extracted with DCM. The organic layer was washed with... The reactants are CCOC(=O)OCC, CCOC(=O)CC(C(=O)OCC)N1CCNCC1, Cc1nc(-c2ccc(N)cc2)no1, Cc1nc(-c2ccc(NCC(O)CO)cc2)no1, CC(C)(C)[O-], OCC1CO1. The product is Cc1nc(-c2ccc(N3CC(CO)OC3=O)cc2)no1. As a reaction SMILES: [C:55](=[O:56])([O:57][CH2:58][CH3:59])[O:60][CH2:61][CH3:62].[CH2:1]([O:3][C:2]([CH:4]([N:5]1[CH2:6][CH2:7][NH:8][CH2:9][CH2:10]1)[CH2:11][C:12]([O:13][CH2:14][CH3:15])=[O:16])=[O:17])[CH3:18].[CH3:19][c:20]1[o:21][n:22][c:23](-[c:24]2[cH:25][cH:26][c:27]([NH2:28])[cH:29][cH:30]2)[n:31]1.[CH3:37][c:38]1[n:39][c:40](-[c:43]2[cH:44][cH:45][c:46]([NH:49][CH2:50][CH:51]([CH2:52][OH:53])[OH:54])[cH:47][cH:48]2)[n:41][o:42]1.[CH3:63][C:64]([CH3:65])([O-:66])[CH3:67].[O:32]1[CH2:33][CH:34]1[CH2:35][OH:36]>>[C:1]1(=[O:3])[N:49]([c:46]2[cH:45][cH:44][c:43](-[c:40]3[n:39][c:38]([CH3:37])[o:42][n:41]3)[cH:48][cH:47]2)[CH2:50][CH:51]([CH2:52][OH:53])[O:54]1.